This data is from the Open Reaction Database (ORD), a public repository of structured organic reaction records. The task is: describe an organic reaction: reactants, conditions, products, and yield Reactants: ClC=1C=C(C=CC1)N1C(=C(CC(=C1C)C(=O)[O-])C(=O)[O-])C (3-chlorophenyl-2,6-dimethyl-1,4-dihydropyridine-3,5-dicarboxylate), C1(=CC=CC=C1)OCCO (2-phenyloxyethanol), Cl.CN(CCCN=C=NCC)C (1-(3-dimethylaminopropyl)-3-ethylcarbodiimide hydrochloride). The reagents and catalysts are CN(C1=CC=NC=C1)C (4-dimethylaminopyridine). Run in O (Water). The product is ClC=1C=C(C=CC1)C1C(=C(NC(=C1C(=O)OCCOC1=CC=CC=C1)C)C)C(=O)OCCC#N (5-(2-phenyloxyethyl) 3-(2-cyanoethyl) 4-(3-chlorophenyl)-2,6-dimethyl-1,4-dihydropyridine-3,5-dicarboxylate). As a reaction SMILES: ClC1C=C([N:8]2[C:13]([CH3:14])=[C:12]([C:15]([O-:17])=[O:16])[CH2:11][C:10]([C:18]([O-:20])=[O:19])=[C:9]2[CH3:21])C=CC=1.[C:22]1([O:28][CH2:29][CH2:30]O)[CH:27]=[CH:26][CH:25]=[CH:24][CH:23]=1.[ClH:32].CN(C)[CH2:35][CH2:36][CH2:37][N:38]=C=NCC>CN(C)C1C=CN=CC=1.O>[Cl:32][C:22]1[CH:23]=[C:24]([CH:11]2[C:10]([C:18]([O:20][CH2:30][CH2:29][O:28][C:22]3[CH:27]=[CH:26][CH:25]=[CH:24][CH:23]=3)=[O:19])=[C:9]([CH3:21])[NH:8][C:13]([CH3:14])=[C:12]2[C:15]([O:17][CH2:35][CH2:36][C:37]#[N:38])=[O:16])[CH:25]=[CH:26][CH:27]=1 |f:2.3|. Reported procedure: 250 mg (0.69 mmol) of mono(2-cyanoethyl) 4-(3-chlorophenyl-2,6-dimethyl-1,4-dihydropyridine-3,5-dicarboxylate, 0.1 ml (0.8 mmol) of 2-phenyloxyethanol, 187 mg (0.98 mmol) of 1-(3-dimethylaminopropyl)-3-ethylcarbodiimide hydrochloride and 18 mg (0.15 mmol) of 4-dimethylaminopyridine were stirred at room temperature for 2 days. Water was added to the obtained mixture. After the extraction with chloroform, the organic layer was dried over anhydrous magnesium sulfate. The solvent was evaporated unde... The reactants are C(C)(C)(C)OC(=O)N1[C@H]([C@@H](C[C@H]1[C@H](C[C@@H](C(C)C)COCC1=CC=CC=C1)O)C(C)C)C1=CC(=C(C=C1)OC)OCCCOC ((2R,3S,5S)-5-((1S,3S)-3-Benzyloxymethyl-1-hydroxy-4-methyl-pentyl)-3-isopropyl-2-[4-methoxy-3-(3 methoxy-propoxy)-phenyl]pyrrolidine-1-carboxylic acid tert-butyl ester), CO (methanol). The reagents and catalysts are [Pd] (palladium on charcoal). Yields the product C(C)(C)(C)OC(=O)N1[C@H]([C@@H](C[C@H]1[C@H](C[C@@H](C(C)C)CO)CO)C(C)C)C1=CC(=C(C=C1)OC)OCCCOC ((2R,3S,5S)-5-((1S,3S)-1-Hydroxymethyl-3-hydroxymethyl-4-methylpentyl)-3-isopropyl-2-[4-methoxy-3-(3 methoxy-propoxy)-phenyl]pyrrolidine-1-carboxylic acid tert-butyl ester). Reaction SMILES: [C:1]([O:5][C:6]([N:8]1[C@H:12]([C@@H:13](O)[CH2:14][C@H:15]([CH2:19][O:20]CC2C=CC=CC=2)[CH:16]([CH3:18])[CH3:17])[CH2:11][C@@H:10]([CH:29]([CH3:31])[CH3:30])[C@@H:9]1[C:32]1[CH:37]=[CH:36][C:35]([O:38][CH3:39])=[C:34]([O:40][CH2:41][CH2:42][CH2:43][O:44][CH3:45])[CH:33]=1)=[O:7])([CH3:4])([CH3:3])[CH3:2].[CH3:46][OH:47]>[Pd]>[C:1]([O:5][C:6]([N:8]1[C@H:12]([C@@H:13]([CH2:46][OH:47])[CH2:14][C@H:15]([CH2:19][OH:20])[CH:16]([CH3:17])[CH3:18])[CH2:11][C@@H:10]([CH:29]([CH3:31])[CH3:30])[C@@H:9]1[C:32]1[CH:37]=[CH:36][C:35]([O:38][CH3:39])=[C:34]([O:40][CH2:41][CH2:42][CH2:43][O:44][CH3:45])[CH:33]=1)=[O:7])([CH3:3])([CH3:4])[CH3:2]. Procedure details: A solution of 0.48 g of 8 in 1.5 mL of methanol is treated with 0.1 g of 10% palladium on charcoal. The suspension is stirred under an atmosphere of hydrogen until the uptake is stable. The suspension is filtered and the solid washed with 5 mL of methanol in two portions. Removal of the solvent in vacuum provides alcohol 9 as an oil. A negative [a]d (e.g. −34.1, −34.6) is found at c=1, CHCl3. The reactants are O=C1NC(=O)C(=Cc2cccc(Br)n2)S1, CNCCc1ccccc1, CS(C)=O, CCN(C(C)C)C(C)C. Product: CN(CCc1ccccc1)c1cccc(C=C2SC(=O)NC2=O)n1. RXN SMILES: [Br:20][c:21]1[cH:22][cH:23][cH:24][c:25]([CH:27]=[C:28]2[C:29](=[O:34])[NH:30][C:31](=[O:33])[S:32]2)[n:26]1.[CH3:1][NH:2][CH2:3][CH2:4][c:5]1[cH:6][cH:7][cH:8][cH:9][cH:10]1.[CH3:35][S:36]([CH3:37])=[O:38].[CH:11]([N:12]([CH2:13][CH3:14])[CH:15]([CH3:16])[CH3:17])([CH3:18])[CH3:19]>>[CH3:1][N:2]([CH2:3][CH2:4][c:5]1[cH:6][cH:7][cH:8][cH:9][cH:10]1)[c:21]1[cH:22][cH:23][cH:24][c:25]([CH:27]=[C:28]2[C:29](=[O:34])[NH:30][C:31](=[O:33])[S:32]2)[n:26]1. Starting materials: C(C)(C)(C)OC(=O)NCCCC1(SC(=NN1C(NN)=S)C1=C(C=CC(=C1)F)F)C1=CC=CC=C1 (2-(3-tert-butoxycarbonylaminopropyl)-5-(2,5-difluorophenyl)-2-phenyl-1,3,4-thiadiazole-3(2H)-carbothiohydrazide), C(C)(=O)OC(C)=O (acetic anhydride). Run in ClCCl (dichloromethane). Conditions: time 1 hour. Yields the product C(C)(=O)NNC(=S)N1C(SC(=N1)C1=C(C=CC(=C1)F)F)(C1=CC=CC=C1)CCCNC(=O)OC(C)(C)C (N′-acetyl-2-(3-tert-butoxycarbonylaminopropyl)-5-(2,5-difluorophenyl)-2-phenyl-1,3,4-thiadiazole-3(2H)-carbothiohydrazide). Reaction SMILES: [C:1]([O:5][C:6]([NH:8][CH2:9][CH2:10][CH2:11][C:12]1([C:29]2[CH:34]=[CH:33][CH:32]=[CH:31][CH:30]=2)[N:16]([C:17](=[S:20])[NH:18][NH2:19])[N:15]=[C:14]([C:21]2[CH:26]=[C:25]([F:27])[CH:24]=[CH:23][C:22]=2[F:28])[S:13]1)=[O:7])([CH3:4])([CH3:3])[CH3:2].[C:35](OC(=O)C)(=[O:37])[CH3:36]>ClCCl>[C:35]([NH:19][NH:18][C:17]([N:16]1[N:15]=[C:14]([C:21]2[CH:26]=[C:25]([F:27])[CH:24]=[CH:23][C:22]=2[F:28])[S:13][C:12]1([CH2:11][CH2:10][CH2:9][NH:8][C:6]([O:5][C:1]([CH3:4])([CH3:2])[CH3:3])=[O:7])[C:29]1[CH:30]=[CH:31][CH:32]=[CH:33][CH:34]=1)=[S:20])(=[O:37])[CH3:36]. Procedure: To a solution of 2-(3-tert-butoxycarbonylaminopropyl)-5-(2,5-difluorophenyl)-2-phenyl-1,3,4-thiadiazole-3(2H)-carbothiohydrazide (0.016 g, 0.032 mmol) in dichloromethane (1 mL) was added acetic anhydride (0.032 g, 0.32 mmol). After stirring for 1 hour at room temperature, the reaction mixture was concentrated under reduced pressure and chromatographed (10:1 hexanes/ethyl acetate) to provide the product. The reactants are [BH4-], COCc1c(C=O)ncc2c1c1c(OCc3ccccc3)cccc1n2CC(=O)N(C)CCc1ccccc1, [Na+], C1CCOC1, O. The product is COCc1c(CO)ncc2c1c1c(OCc3ccccc3)cccc1n2CC(=O)N(C)CCc1ccccc1. RXN SMILES: [BH4-:1].[CH2:3]([c:4]1[cH:5][cH:6][cH:7][cH:8][cH:9]1)[O:10][c:11]1[c:12]2[c:13]3[c:14]([n:15]([CH2:20][C:21](=[O:22])[N:23]([CH2:24][CH2:25][c:26]4[cH:27][cH:28][cH:29][cH:30][cH:31]4)[CH3:32])[c:16]2[cH:17][cH:18][cH:19]1)[cH:33][n:34][c:35]([CH:40]=[O:41])[c:36]3[CH2:37][O:38][CH3:39].[Na+:2].[O:43]1[CH2:44][CH2:45][CH2:46][CH2:47]1.[OH2:42]>>[CH2:3]([c:4]1[cH:5][cH:6][cH:7][cH:8][cH:9]1)[O:10][c:11]1[c:12]2[c:13]3[c:14]([n:15]([CH2:20][C:21](=[O:22])[N:23]([CH2:24][CH2:25][c:26]4[cH:27][cH:28][cH:29][cH:30][cH:31]4)[CH3:32])[c:16]2[cH:17][cH:18][cH:19]1)[cH:33][n:34][c:35]([CH2:40][OH:41])[c:36]3[CH2:37][O:38][CH3:39]. Run in C(C)#N (acetonitrile). Reactants: CS(=O)(=O)OCCC(CN1C(=NC=C1)C(C1=C(C=CC=C1)OC)=O)C1=CC(=C(C=C1)Cl)Cl (1-Methanesulphonyloxy-3-(3,4-dichlorophenyl)-4-[2-(2-methoxybenzoyl)imidazol-1-yl]butane), C1(CCCCC1)C12CCN(CC1)CC2 (4-cyclohexylquinuclidine). Procedure details: 1-Methanesulphonyloxy-3-(3,4-dichlorophenyl)-4-[2-(2-methoxybenzoyl)imidazol-1-yl]butane (0.59 g) (see Preparation 84) and 4-cyclohexylquinuclidine (0.27 g) (see Preparation 1) were dissolved in acetonitrile (8 ml) and heated under reflux for 3.5 hours. The solvent was removed under reduced pressure and the resulting residue dissolved in dichloromethane and the solvent removed under reduced pressure. The residue was chromatographed on silica gel eluting with a solvent gradient of 95:5 changing t... Isolated yield 84.2%. As a reaction SMILES: [CH3:1][S:2]([O:5][CH2:6][CH2:7][CH:8]([C:25]1[CH:30]=[CH:29][C:28]([Cl:31])=[C:27]([Cl:32])[CH:26]=1)[CH2:9][N:10]1[CH:14]=[CH:13][N:12]=[C:11]1[C:15](=[O:24])[C:16]1[CH:21]=[CH:20][CH:19]=[CH:18][C:17]=1[O:22][CH3:23])(=[O:4])=[O:3].[CH:33]1([C:39]23[CH2:46][CH2:45][N:42]([CH2:43][CH2:44]2)[CH2:41][CH2:40]3)[CH2:38][CH2:37][CH2:36][CH2:35][CH2:34]1>C(#N)C>[CH3:1][S:2]([O-:5])(=[O:4])=[O:3].[CH:33]1([C:39]23[CH2:46][CH2:45][N+:42]([CH2:6][CH2:7][CH:8]([C:25]4[CH:30]=[CH:29][C:28]([Cl:31])=[C:27]([Cl:32])[CH:26]=4)[CH2:9][N:10]4[CH:14]=[CH:13][N:12]=[C:11]4[C:15](=[O:24])[C:16]4[CH:21]=[CH:20][CH:19]=[CH:18][C:17]=4[O:22][CH3:23])([CH2:41][CH2:40]2)[CH2:43][CH2:44]3)[CH2:34][CH2:35][CH2:36][CH2:37][CH2:38]1 |f:3.4|. Yields the product CS(=O)(=O)[O-].C1(CCCCC1)C12CC[N+](CC1)(CC2)CCC(CN2C(=NC=C2)C(C2=C(C=CC=C2)OC)=O)C2=CC(=C(C=C2)Cl)Cl (4-cyclohexyl-1-(3-[3,4-dichlorophenyl]-4-[2-(2-methoxybenzoyl)imidazol-1-yl]butyl)quinuclidinium methanesulphonate). Reactants: COC(CC1=CC(=C(C=C1)OC)OC1=C(C=C(C=C1)C(F)(F)F)CBr)=O ([3-(2-bromomethyl-4-trifluoromethyl-phenoxy)-4-methoxy-phenyl]-acetic acid methyl ester), C[C@H]1NC(O[C@H]1C1=CC=CC=C1)=O ((4R,5S)-4-methyl-5-phenyl-2-oxazolidinone). Yields the product COC(CC1=CC(=C(C=C1)OC)OC1=C(C=C(C=C1)C(F)(F)F)CN1C(O[C@H]([C@H]1C)C1=CC=CC=C1)=O)=O ({4-Methoxy-3-[2-((4R,5S)-4-methyl-2-oxo-5-phenyl-oxazolidin-3-ylmethyl)-4-trifluoromethyl-phenoxy]-phenyl}-acetic acid methyl ester). As a reaction SMILES: [CH3:1][O:2][C:3](=[O:26])[CH2:4][C:5]1[CH:10]=[CH:9][C:8]([O:11][CH3:12])=[C:7]([O:13][C:14]2[CH:19]=[CH:18][C:17]([C:20]([F:23])([F:22])[F:21])=[CH:16][C:15]=2[CH2:24]Br)[CH:6]=1.[CH3:27][C@@H:28]1[C@H:32]([C:33]2[CH:38]=[CH:37][CH:36]=[CH:35][CH:34]=2)[O:31][C:30](=[O:39])[NH:29]1>>[CH3:1][O:2][C:3](=[O:26])[CH2:4][C:5]1[CH:10]=[CH:9][C:8]([O:11][CH3:12])=[C:7]([O:13][C:14]2[CH:19]=[CH:18][C:17]([C:20]([F:23])([F:22])[F:21])=[CH:16][C:15]=2[CH2:24][N:29]2[C@H:28]([CH3:27])[C@H:32]([C:33]3[CH:38]=[CH:37][CH:36]=[CH:35][CH:34]=3)[O:31][C:30]2=[O:39])[CH:6]=1. Procedure details: Prepared according to the procedure described in Example 6, Step 5, using the following starting materials: [3-(2-bromomethyl-4-trifluoromethyl-phenoxy)-4-methoxy-phenyl]-acetic acid methyl ester and (4R,5S)-4-methyl-5-phenyl-2-oxazolidinone. The reactants are CCCCCCCC=CC1OCC(C)C(OC)C12CO2, CN(C)C=O, [Na], O, c1c[nH]cn1. The product is CCCCCCCC=CC1OCC(C)C(OC)C1(O)Cn1ccnc1. As a reaction SMILES: [CH3:1][O:2][CH:3]1[CH:4]([CH3:20])[CH2:5][O:6][CH:7]([CH:11]=[CH:12][CH2:13][CH2:14][CH2:15][CH2:16][CH2:17][CH2:18][CH3:19])[C:8]12[CH2:9][O:10]2.[CH3:27][N:28]([CH3:29])[CH:30]=[O:31].[Na:21].[OH2:32].[nH:22]1[cH:23][n:24][cH:25][cH:26]1>>[CH3:1][O:2][CH:3]1[CH:4]([CH3:20])[CH2:5][O:6][CH:7]([CH:11]=[CH:12][CH2:13][CH2:14][CH2:15][CH2:16][CH2:17][CH2:18][CH3:19])[C:8]1([CH2:9][n:22]1[cH:23][n:24][cH:25][cH:26]1)[OH:10]. Reported procedure: To a magnetically stirred solution of 0.228 g (5.7 mmol) of sodium hydroxide in 2.0 mL methanol was slowly added a solution of 1.2 g (4.4 mmol) of the product of Step B in 1.0 mL methanol. A white precipitate was deposited and the reaction mixture was stirred for an additional 3 h. At this point the reaction mixture was evaporated in vacuo and the residue was purified on a silica gel flash chromatography column eluted with hexane. Evaporation of the purified fractions afforded the title compound... Run in CO (methanol), CO (methanol). RXN SMILES: [OH-].[Na+].[CH3:3][O:4][C:5]1[CH:10]=[CH:9][CH:8]=[C:7]([CH:11]([Cl:16])[C:12](Cl)([Cl:14])[Cl:13])[CH:6]=1>CO>[CH3:3][O:4][C:5]1[CH:10]=[CH:9][CH:8]=[C:7]([C:11]([Cl:16])=[C:12]([Cl:13])[Cl:14])[CH:6]=1 |f:0.1|. The product is COC1=CC(=CC=C1)C(=C(Cl)Cl)Cl (1-Methoxy-3-(trichlorovinyl)benzene). Starting materials: [OH-].[Na+] (sodium hydroxide), COC1=CC(=CC=C1)C(C(Cl)(Cl)Cl)Cl (1-Methoxy-3-(1,2,2,2-tetrachloroethyl)benzene). Reaction conditions: time 3 hour. The reactants are BrC=1C=C(C=CC1OCCC)C1=NC(=NO1)C=1C=CC2=C(C=C(O2)C2(COC(OC2)(C)C)NC(OC(C)(C)C)=O)C1 (tert-Butyl 5-(5-(5-(3-bromo-4-propoxy-phenyl)-1,2,4-oxadiazol-3-yl)benzofuran-2-yl)-2,2-dimethyl-1,3-dioxan-5-yl-carbamate), ClC=1C=C(C=CC1OCCC)C1=NC(=NO1)C=1C=CC2=C(C=C(O2)C2(COC(OC2)(C)C)NC(OCCCC)=O)C1 (butyl 5-(5-(5-(3-chloro-4-propoxyphenyl)-1,2,4-oxadiazol-3-yl)benzofuran-2-yl)-2,2-dimethyl-1,3-dioxan-5-ylcarbamate). Yields the product NC(CO)(CO)C=1OC2=C(C1)C=C(C=C2)C2=NOC(=N2)C2=CC(=C(C=C2)OCCC)Br (2-Amino-2-(5-(5-(3-bromo-4-propoxyphenyl)-1,2,4-oxadiazol-3-yl)benzofuran-2-yl)propane-1,3-diol). Yield: 10.0%. Reaction SMILES: [Br:1][C:2]1[CH:3]=[C:4]([C:12]2[O:16][N:15]=[C:14]([C:17]3[CH:18]=[CH:19][C:20]4[O:24][C:23]([C:25]5([NH:33]C(=O)OC(C)(C)C)[CH2:30][O:29]C(C)(C)[O:27][CH2:26]5)=[CH:22][C:21]=4[CH:41]=3)[N:13]=2)[CH:5]=[CH:6][C:7]=1[O:8][CH2:9][CH2:10][CH3:11].ClC1C=C(C2ON=C(C3C=CC4OC(C5(NC(=O)OCCCC)COC(C)(C)OC5)=CC=4C=3)N=2)C=CC=1OCCC>>[NH2:33][C:25]([C:23]1[O:24][C:20]2[CH:19]=[CH:18][C:17]([C:14]3[N:13]=[C:12]([C:4]4[CH:5]=[CH:6][C:7]([O:8][CH2:9][CH2:10][CH3:11])=[C:2]([Br:1])[CH:3]=4)[O:16][N:15]=3)=[CH:41][C:21]=2[CH:22]=1)([CH2:26][OH:27])[CH2:30][OH:29]. Procedure details: When the product of Step C is substituted for tart-butyl 5-(5-(5-(3-chloro-4-propoxyphenyl)-1,2,4-oxadiazol-3-yl)benzofuran-2-yl)-2,2-dimethyl-1,3-dioxan-5-ylcarbamate in Example 36, Step E, the similar procedure afforded the title compound in 10% yield, as light yellow solid. 1H NMR (CD3OD) 8.32 (b, 2H); 8.1 (d, 1H, J=8.46 Hz); 8.00 (d, 1H, J=8.52 Hz); 7.59 (d, 1H, J=8.61 Hz); 7.18 (d, 1H, J=8.58 Hz); 6.91 (s, 1H); 4.1 (t, 2H, J=6.06 Hz); 3.91 (d, 2H, J=10.98 Hz); 3.03 (d, 2H, J=10.95 Hz); 3.32...